This data is from the Open Reaction Database (ORD), a public repository of structured organic reaction records. The task is: describe an organic reaction: reactants, conditions, products, and yield Reactants: CS(=O)(=O)OCCn1ccc2cc(C#Cc3ccc(-c4ccc(Cl)cc4)cn3)ccc21, NCC1CC1, CN(C)C=O. Yields the product Clc1ccc(-c2ccc(C#Cc3ccc4c(ccn4CCNCC4CC4)c3)nc2)cc1. As a reaction SMILES: [CH3:6][S:7]([O:8][CH2:11][CH2:12][n:13]1[cH:14][cH:15][c:16]2[cH:17][c:18]([C:22]#[C:23][c:24]3[n:25][cH:26][c:27](-[c:30]4[cH:31][cH:32][c:33]([Cl:36])[cH:34][cH:35]4)[cH:28][cH:29]3)[cH:19][cH:20][c:21]12)(=[O:9])=[O:10].[CH:1]1([CH2:4][NH2:5])[CH2:2][CH2:3]1.[O:37]=[CH:38][N:39]([CH3:40])[CH3:41]>>[CH:1]1([CH2:4][NH:5][CH2:11][CH2:12][n:13]2[cH:14][cH:15][c:16]3[cH:17][c:18]([C:22]#[C:23][c:24]4[n:25][cH:26][c:27](-[c:30]5[cH:31][cH:32][c:33]([Cl:36])[cH:34][cH:35]5)[cH:28][cH:29]4)[cH:19][cH:20][c:21]23)[CH2:2][CH2:3]1.